From a dataset of the Open Reaction Database (ORD), a public repository of structured organic reaction records. describe an organic reaction: reactants, conditions, products, and yield The reactants are C(=O)([O-])[O-].[K+].[K+] (K2CO3), CN(C)C=O (DMF), Cl.ClCC1=NC2=CC=CC=C2C=C1 (2-Chloromethyl-quinoline hydrochloride), Cl.OCC=1N=CNC1 (4-(hydroxymethyl)-imidazole hydrochloride). The solvent is O (water). Conditions: time 8 hour. Product: N1=C(C=CC2=CC=CC=C12)CN1C=NC=C1CO ((3-quinolin-2-ylmethyl-3H-imidazol-4-yl)-methanol), N1=C(C=CC2=CC=CC=C12)CN1C=NC(=C1)CO ((1-quinolin-2-ylmethyl-1H-imidazol-4-yl)-methanol). As a reaction SMILES: Cl.Cl[CH2:3][C:4]1[CH:13]=[CH:12][C:11]2[C:6](=[CH:7][CH:8]=[CH:9][CH:10]=2)[N:5]=1.Cl.[OH:15][CH2:16][C:17]1[N:18]=[CH:19][NH:20][CH:21]=1.C([O-])([O-])=O.[K+].[K+].CN(C=O)C>O>[N:5]1[C:6]2[C:11](=[CH:10][CH:9]=[CH:8][CH:7]=2)[CH:12]=[CH:13][C:4]=1[CH2:3][N:18]1[C:17]([CH2:16][OH:15])=[CH:21][N:20]=[CH:19]1.[N:5]1[C:6]2[C:11](=[CH:10][CH:9]=[CH:8][CH:7]=2)[CH:12]=[CH:13][C:4]=1[CH2:3][N:20]1[CH:21]=[C:17]([CH2:16][OH:15])[N:18]=[CH:19]1 |f:0.1,2.3,4.5.6|. Reported procedure: 2-Chloromethyl-quinoline hydrochloride (2.24 g, 10.5 mmol), 4-(hydroxymethyl)-imidazole hydrochloride (1.35 g, 10 mmol) and K2CO3 (4.2 g, 30 mmol) are dissolved/suspended in anhyd. DMF (20 mL) and heated to 100° C. with rapid stirring overnight. The reaction is cooled to r.t. and poured into water (400 mL) and extracted with chloroform (3×150 mL). The organic fractions are pooled and washed with brine (2×200 mL), dried over MgSO4, filtered and reduced under vacuum to an oil. The crude material i... The reactants are Cl.Cl.C(C1=CC=CC=C1)NN (benzylhydrazine dihydrochloride), [OH-].[Na+] (sodium hydroxide), ice, CN(C)C=C1C(CCC1=O)=O (2-dimethylaminomethylene-1,3-cyclopentanedione). Solvent: CO (methanol), CO (methanol). Product: C(C1=CC=CC=C1)NNC=C1C(CCC1=O)=O (2-[(2-benzylhydrazino)methylene]-1,3-cyclopentanedione). RXN SMILES: Cl.Cl.[CH2:3]([NH:10][NH2:11])[C:4]1[CH:9]=[CH:8][CH:7]=[CH:6][CH:5]=1.[OH-].[Na+].CN([CH:17]=[C:18]1[C:22](=[O:23])[CH2:21][CH2:20][C:19]1=[O:24])C>CO>[CH2:3]([NH:10][NH:11][CH:17]=[C:18]1[C:22](=[O:23])[CH2:21][CH2:20][C:19]1=[O:24])[C:4]1[CH:9]=[CH:8][CH:7]=[CH:6][CH:5]=1 |f:0.1.2,3.4|. Procedure: A mixture of 1.3 grams of benzylhydrazine dihydrochloride and 2.8 ml of 5 N sodium hydroxide in 10 ml of methanol was added to an ice-cold solution of 2-dimethylaminomethylene-1,3-cyclopentanedione in 20 ml of methanol. The mixture was heated at reflux for 2 hours and concentrated under reduced pressure. The residue was extracted several times with dichloromethane and the combined dichloromethane extracts were dried over magnesium sulfate and concentrated under reduced pressure to give a fluffy ... Starting materials: [H-].[Na+] (Sodium hydride), C1(=CC=CC=C1)S(=O)C1=CNC2=CC=CC=C12 (3-phenylsulfinylindole), suspension, CI (methyl iodide). Run in CN(C=O)C (dimethylformamide), O (water), CN(C=O)C (dimethylformamide). Run at time 0.5 hour. The product is CN1C=C(C2=CC=CC=C12)S(=O)C1=CC=CC=C1 (1-Methyl-3-phenylsulfinylindole). As a reaction SMILES: [H-].[Na+].[C:3]1([S:9]([C:11]2[C:19]3[C:14](=[CH:15][CH:16]=[CH:17][CH:18]=3)[NH:13][CH:12]=2)=[O:10])[CH:8]=[CH:7][CH:6]=[CH:5][CH:4]=1.[CH3:20]I>CN(C)C=O.O>[CH3:20][N:13]1[C:14]2[C:19](=[CH:18][CH:17]=[CH:16][CH:15]=2)[C:11]([S:9]([C:3]2[CH:4]=[CH:5][CH:6]=[CH:7][CH:8]=2)=[O:10])=[CH:12]1 |f:0.1|. Procedure: Sodium hydride in mineral oil (60% suspension, 0.036 g, 0.90 mmol) was suspended in dry dimethylformamide (10 ml) and a solution of 3-phenylsulfinylindole (0.200 g, 0.82 mmol) in dry dimethylformamide (10 ml) was added dropwise thereto with stirring. After 0.5 hours at room temperature, methyl iodide (0.057 ml) was added and fifteen minutes thereafter the mixture was diluted with water. The product was extracted into benzene, the extract dried and evaporated in vacuo. Crystallization of the resi... Starting materials: Cl.OC(C[N+](C)(C)C)CC([O-])=O (Carnitine hydrochloride), C(CC)(=O)Cl (propionyl chloride), CC(=O)C (acetone). Solvent: FC(C(=O)O)(F)F (trifluoroacetic acid). Run at time 8 hour. The product is OC(C[N+](C)(C)C)CC([O-])=O (carnitine). Reaction SMILES: Cl.[OH:2][CH:3]([CH2:9][C:10](=[O:12])[O-:11])[CH2:4][N+:5]([CH3:8])([CH3:7])[CH3:6].C(Cl)(=O)CC.CC(C)=O>FC(F)(F)C(O)=O>[OH:2][CH:3]([CH2:9][C:10](=[O:11])[O-:12])[CH2:4][N+:5]([CH3:8])([CH3:6])[CH3:7] |f:0.1|. Procedure: Carnitine hydrochloride (1.98 g; 0.01 moles) was dissolved in 5 cc of trifluoroacetic acid and to the solution propionyl chloride (1 cc; 0.01 moles) was added. The resulting solution was kept at 40°-45° C. overnight. The solution was then cooled to room temperature and acetone (50 cc) was added thereto keeping under stirring for 2 hours. The solid precipitate which formed (carnitine) was filtered off, 30 cc of ethyl ether were added to the filtrate and the resulting mixture was kept under stirri... Reaction SMILES: [C:39]([O:40][CH2:41][CH3:42])(=[O:43])[CH3:44].[ClH:45].[F:1][C:2]([c:3]1[cH:4][c:5]([CH2:6][N:7]([C:8](=[O:9])[c:10]2[c:11]([Cl:29])[n:12][c:13]([S:17][CH3:18])[n:14][c:15]2[Cl:16])[CH2:20][CH2:21][NH:22][C:19]([O:23][C:24]([CH3:25])([CH3:26])[CH3:27])=[O:28])[cH:30][c:31]([C:33]([F:34])([F:35])[F:36])[cH:32]1)([F:37])[F:38]>>[F:1][C:2]([c:3]1[cH:4][c:5]([CH2:6][N:7]2[C:8](=[O:9])[c:10]3[c:11]([n:12][c:13]([S:17][CH3:18])[n:14][c:15]3[Cl:16])[NH:22][CH2:21][CH2:20]2)[cH:30][c:31]([C:33]([F:34])([F:35])[F:36])[cH:32]1)([F:37])[F:38]. Starting materials: CCOC(C)=O, Cl, CSc1nc(Cl)c(C(=O)N(CCNC(=O)OC(C)(C)C)Cc2cc(C(F)(F)F)cc(C(F)(F)F)c2)c(Cl)n1. The product is CSc1nc(Cl)c2c(n1)NCCN(Cc1cc(C(F)(F)F)cc(C(F)(F)F)c1)C2=O. The reactants are CN(C)CC1=CC=CC(=N1)CSCCN1C(C=2C(C1=O)=CC=CC2)=O (6-Dimethylaminomethyl-2-[(2-phthalimidoethyl) thiomethyl]pyridine), O.NN (hydrazine hydrate). Solvent: CO (methanol). Yields the product NCCSCC1=NC(=CC=C1)CN(C)C (2-[(2-Aminoethyl)thiomethyl]-6-dimethylaminomethyl pyridine). Reaction SMILES: [CH3:1][N:2]([CH2:4][C:5]1[N:10]=[C:9]([CH2:11][S:12][CH2:13][CH2:14][N:15]2C(=O)C3=CC=CC=C3C2=O)[CH:8]=[CH:7][CH:6]=1)[CH3:3].O.NN>CO>[NH2:15][CH2:14][CH2:13][S:12][CH2:11][C:9]1[CH:8]=[CH:7][CH:6]=[C:5]([CH2:4][N:2]([CH3:3])[CH3:1])[N:10]=1 |f:1.2|. Reported procedure: 6-Dimethylaminomethyl-2-[(2-phthalimidoethyl) thiomethyl]pyridine (24.3 g, 0.068 mol) is dissolved in methanol (150 ml) and hydrazine hydrate (4.8 g, 0.087 mol) is added. The solution is refluxed for 11/2 hours and is concentrated in vacuo. The solid residue is dissolved in water (250 ml) 12N HCl (35 ml) is added and the mixture is cooled and filtered. The filtrate is washed with chloroform and concentrated in vacuo. The residue is basified with excess sodium bicarbonate and concentrated to dryn... Starting materials: C1(=CC=CC=C1)C(O)(C1=CC=CC=C1)C1=CC=CC=C1 (Triphenylmethanol), C(CS)(=O)OC (Methyl thioglycolate), ether petroleum ether. Run in C(=O)(C(F)(F)F)O (TFA). Conditions: time 2 hour. The product is C(C1=CC=CC=C1)(C1=CC=CC=C1)(C1=CC=CC=C1)C(C(=O)OC)S (Methyl Tritylthioglycolate). RXN SMILES: [C:1]([O:5][CH3:6])(=[O:4])[CH2:2][SH:3].[C:7]1([C:13]([C:21]2[CH:26]=[CH:25][CH:24]=[CH:23][CH:22]=2)([C:15]2[CH:20]=[CH:19][CH:18]=[CH:17][CH:16]=2)O)[CH:12]=[CH:11][CH:10]=[CH:9][CH:8]=1>C(O)(C(F)(F)F)=O>[C:13]([CH:2]([SH:3])[C:1]([O:5][CH3:6])=[O:4])([C:7]1[CH:12]=[CH:11][CH:10]=[CH:9][CH:8]=1)([C:21]1[CH:22]=[CH:23][CH:24]=[CH:25][CH:26]=1)[C:15]1[CH:16]=[CH:17][CH:18]=[CH:19][CH:20]=1. Procedure: Methyl thioglycolate (0.50 g, 4.71 mmol) was dissolved in 5 mL anhydrous TFA. Triphenylmethanol (1.23 g, 4.71 mmol, 1 equiv.) was added and the deep-red solution was stirred at room temperature for 2 hours. TFA was evaporated and the residue was dissolved in ether (100 mL), washed with saturated sodium bicarbonate (50 mL×2) and brine (50 mL×1), dried over MgSO4, and concentrated to dryness, yielding a white solid (1.64 g, quantitative). Rf =0.45 (20% ether/petroleum ether). Products were confirm... Starting materials: Cl (HCl), C([O-])([O-])=O.[Na+].[Na+] (sodium carbonate), CC1(CC(C=2C=C(NC2C1)C=O)=O)C (6,6-dimethyl-4-oxo-4,5,6,7-tetrahydroindole-2-carboxaldehyde), C1(CC(CCC1)=O)=O (1,3-cyclohexane dione), C([O-])(O)=O.[Na+] (sodium bicarbonate), OC1[C@H](N)[C@@H](O)[C@H](O)[C@H](O1)CO (D-glucosamine), I(=O)(=O)(=O)[O-].[Na+] (sodium periodate). The solvent is O (water). Reaction conditions: time 20 minute. Yields the product O=C1C=2C=C(NC2CCC1)C=O (4-oxo-4,5,6,7-tetrahydroindole-2-carboxaldehyde). As a reaction SMILES: C[C:2]1(C)[CH2:10][C:9]2[NH:8][C:7]([CH:11]=[O:12])=[CH:6][C:5]=2[C:4](=[O:13])[CH2:3]1.C1(=O)CCCC(=O)C1.OC1O[C@H](CO)[C@@H](O)[C@H](O)[C@H]1N.Cl.C(=O)([O-])[O-].[Na+].[Na+].I([O-])(=O)(=O)=O.[Na+].C(=O)(O)[O-].[Na+]>O>[O:13]=[C:4]1[CH2:3][CH2:2][CH2:10][C:9]2[NH:8][C:7]([CH:11]=[O:12])=[CH:6][C:5]1=2 |f:4.5.6,7.8,9.10|. Procedure: By using a procedure analogous to preparation of 6,6-dimethyl-4-oxo-4,5,6,7-tetrahydroindole-2-carboxaldehyde, 1,3-cyclohexane dione 4.55 g (39.36 mmol) was condensed with D-glucosamine.HCl 6.84 g (31.72 mmol) in water 40 mL in the presence of sodium carbonate 1.683 g, at ambient temperature for 11 days. (The polyol intermediate did not crystallize). The reaction mixture was extracted twice with chloroform (2×100 mL) and the aqueous phase was retained. The organic phases were back-extracted with...